From a dataset of the Open Reaction Database (ORD), a public repository of structured organic reaction records. describe an organic reaction: reactants, conditions, products, and yield Starting materials: O[C@@](C(=O)O)(C)C1=CC=CC=C1.C1(=CC=CC2=CC=CC=C12)[C@H](C)N ((2S)-2-Hydroxy-2-phenylpropanoic acid (1S)-1-(1-naphthyl)ethanamine), S(O)(O)(=O)=O (sulfuric acid). Run in CO (methanol). Product: O[C@@](C(=O)O)(C)C1=CC=CC=C1 ((2S)-2-Hydroxy-2-phenylpropanoic acid). Yield: 109.4%. RXN SMILES: [OH:1][C@:2]([C:7]1[CH:12]=[CH:11][CH:10]=[CH:9][CH:8]=1)([CH3:6])[C:3]([OH:5])=[O:4].C1([C@@H](N)C)C2C(=CC=CC=2)C=CC=1.S(=O)(=O)(O)O>CO>[OH:1][C@:2]([C:7]1[CH:12]=[CH:11][CH:10]=[CH:9][CH:8]=1)([CH3:6])[C:3]([OH:5])=[O:4] |f:0.1|. Reported procedure: (2S)-2-Hydroxy-2-phenylpropanoic acid-(1S)-1-(1-naphthyl)ethanamine (1:1) (1.54 g) was dissolved in methanol (50 ml), and thereto was slowly added dropwise conc. sulfuric acid (5 ml). After the addition was complete, the mixture was refluxed for 10 hours. The reaction solution was cooled to room temperature, and concentrated under reduced pressure to remove methanol. The residue was dissolved in ethyl acetate, washed with water, a saturated aqueous sodium hydrogen carbonate solution, and a satur... Starting materials: C(C#C)N (propargylamine), C(CCl)Cl (EDC), C=1C=CC2=C(C1)N=NN2O (HOBT), C(C)(C)(C)OC(=O)N1CCC2=C(CC1)C=CC(=C2)C#N (3-(tert-butyloxycarbonyl)-7-cyano-2,3,4,5-tetrahydro-1H-3-benzazepine), [OH-].[K+] (KOH), crude acid, C(=O)(O)[O-].[Na+] (NaHCO3). Solvent: CCO (EtOH), O (water), ClCCl (dichloromethane). Run at time 18 hour. The product is C(C#C)NC(=O)C1=CC2=C(CCN(CC2)C(=O)OC(C)(C)C)C=C1 (3-(tert-Butyloxycarbonyl)-2,3,4,5-tetrahydro-1H-3-benzazepine-7-carboxylic acid prop-2-ynyl amide). The yield is 781.8%. Reaction SMILES: [C:1]([O:5][C:6]([N:8]1[CH2:14][CH2:13][C:12]2[CH:15]=[CH:16][C:17]([C:19]#[N:20])=[CH:18][C:11]=2[CH2:10][CH2:9]1)=[O:7])([CH3:4])([CH3:3])[CH3:2].[OH-].[K+].[CH2:23](N)[C:24]#[CH:25].C(Cl)CCl.C1C=CC2N([OH:40])N=NC=2C=1.C([O-])(O)=O.[Na+]>CCO.O.ClCCl>[CH2:23]([NH:20][C:19]([C:17]1[CH:16]=[CH:15][C:12]2[CH2:13][CH2:14][N:8]([C:6]([O:5][C:1]([CH3:4])([CH3:2])[CH3:3])=[O:7])[CH2:9][CH2:10][C:11]=2[CH:18]=1)=[O:40])[C:24]#[CH:25] |f:1.2,6.7|. Procedure details: A mixture of 3-(tert-butyloxycarbonyl)-7-cyano-2,3,4,5-tetrahydro-1H-3-benzazepine (10 g, 37 mmol) and KOH (4.1 g, 73 mmol) in EtOH (100 ml) and water (20 ml) was heated under reflux for 24 h. Mixture allowed to cool and evaporated in vacuo and the residue redissolved in water (150 ml). The solution was acidified to pH4 and the precipitate filtered and dried. The crude acid (5 g, 17 mmol) was then dissolved in dichloromethane (100 ml), under Argon and propargylamine (0.77 g, 14 mmol), EDC (2.9 g... The reactants are [Al+3], C1CCOC1, CC(C)Cc1nc2cc(C#N)ccc2s1, [H-], [H-], [H-], [H-], [Li+], [Na+], [OH-], O. Product: CC(C)Cc1nc2cc(CN)ccc2s1. As a reaction SMILES: [Al+3:2].[CH2:25]1[O:26][CH2:27][CH2:28][CH2:29]1.[CH2:7]([CH:8]([CH3:9])[CH3:10])[c:11]1[s:12][c:13]2[c:14]([n:15]1)[cH:16][c:17]([C:20]#[N:21])[cH:18][cH:19]2.[H-:1].[H-:4].[H-:5].[H-:6].[Li+:3].[Na+:24].[OH-:23].[OH2:22]>>[CH2:7]([CH:8]([CH3:9])[CH3:10])[c:11]1[s:12][c:13]2[c:14]([n:15]1)[cH:16][c:17]([CH2:20][NH2:21])[cH:18][cH:19]2. The product is COC(C1=CC(=C(C(=C1)OCC=C)NC(C)=O)OCC=C)=O (4-acetamido-3,5-diallyloxy-benzoic acid methyl ester). Procedure details: A mixture of 11.25 g. of 4-acetamido-3,5-dihydroxy-benzoic acid methyl ester, 12.1 g. of allyl bromide, 15 g. of dry potassium carbonate and 100 ml. of acetone was boiled and stirred on a reflux condenser for 17 hours. The acetone was removed by distillation. The residue was taken up in water/ethyl acetate. Thereafter, the organic phase separated, washed with water, dried and evaporated. Afters recrystallization from ethyl acetate/petroleum ether, there was obtained 4-acetamido-3,5-diallyloxy-be... As a reaction SMILES: [CH3:1][O:2][C:3](=[O:16])[C:4]1[CH:9]=[C:8]([OH:10])[C:7]([NH:11][C:12](=[O:14])[CH3:13])=[C:6]([OH:15])[CH:5]=1.[CH2:17](Br)[CH:18]=[CH2:19].C(=O)([O-])[O-].[K+].[K+].[CH3:27][C:28]([CH3:30])=O>>[CH3:1][O:2][C:3](=[O:16])[C:4]1[CH:5]=[C:6]([O:15][CH2:17][CH:18]=[CH2:19])[C:7]([NH:11][C:12](=[O:14])[CH3:13])=[C:8]([O:10][CH2:30][CH:28]=[CH2:27])[CH:9]=1 |f:2.3.4|. Reaction conditions: time 17 hour. Starting materials: COC(C1=CC(=C(C(=C1)O)NC(C)=O)O)=O (4-acetamido-3,5-dihydroxy-benzoic acid methyl ester), CC(=O)C (acetone), C(C=C)Br (allyl bromide), C([O-])([O-])=O.[K+].[K+] (potassium carbonate). RXN SMILES: N1CCCCC1.[CH:7]1([CH2:13][C@H:14]([NH:22][C:23](=[O:43])[C@@H:24]([NH:31][C:32](=[O:42])[C@H:33]([CH2:35][C:36]2[CH:41]=[CH:40][CH:39]=[CH:38][CH:37]=2)[NH2:34])[CH2:25][C:26]2[N:27]=[CH:28][NH:29][CH:30]=2)[C@@H:15]([OH:21])[C@H:16]([CH:18]2[CH2:20][CH2:19]2)[OH:17])[CH2:12][CH2:11][CH2:10][CH2:9][CH2:8]1.[N:44]1([C:52]([O:54][C:55]([CH3:58])([CH3:57])[CH3:56])=[O:53])[CH2:51][CH2:50][CH2:49][C@@H:45]1[C:46](O)=[O:47]>C(Cl)Cl>[C:55]([O:54][C:52]([N:44]1[CH2:51][CH2:50][CH2:49][C@@H:45]1[C:46](=[O:47])[NH:34][C@H:33]([C:32](=[O:42])[NH:31][C@H:24]([C:23](=[O:43])[NH:22][C@@H:14]([CH2:13][CH:7]1[CH2:12][CH2:11][CH2:10][CH2:9][CH2:8]1)[C@@H:15]([OH:21])[C@H:16]([CH:18]1[CH2:19][CH2:20]1)[OH:17])[CH2:25][C:26]1[N:27]=[CH:28][NH:29][CH:30]=1)[CH2:35][C:36]1[CH:37]=[CH:38][CH:39]=[CH:40][CH:41]=1)=[O:53])([CH3:58])([CH3:57])[CH3:56]. Product: C(C)(C)(C)OC(=O)N1[C@H](CCC1)C(N[C@@H](CC1=CC=CC=C1)C(N[C@@H](CC=1N=CNC1)C(N[C@H]([C@H]([C@@H](O)C1CC1)O)CC1CCCCC1)=O)=O)=O ((R)-2-[[(S)-α-[[(S)-1-[[(1S,2R,3S)-1-(cyclohexylmethyl)-3-cyclopropyl-2,3-dihydroxypropyl]carbamoyl]-2-imidazol-4-ylethyl]carbamoyl]phenethyl]carbamoyl]-1-pyrrolidinecarboxylic acid tert-butyl ester). Procedure details: In an analogous manner to that described in Example 19, by condensing (S)-α-amino-N-[(1S,2R,3S)-1-(cyclohexylmethyl)-3-cyclopropyl-2,3-dihydroxypropyl]imidazole-4-propionamide with Fmoc-Phe-OH there was obtained 9H-fluoren-9-ylmethyl [(S)-α-[[(S)-1-[[(1S,2R, 3S)-1-(cyclohexylmethyl)-3-cyclopropyl-2,3-dihydroxypropyl]carbamoyl]-2-imidazol-4-ylethyl]carbamoyl]phenethyl]carbamate which, by reaction with piperidine in methylene chloride, was converted into (S)-N-[(1S,2R,3S)-1-(cyclohexylmethyl)-3-cy... Solvent: C(Cl)Cl (methylene chloride). Starting materials: C1(CCCCC1)C[C@@H]([C@H]([C@@H](O)C1CC1)O)NC([C@H](CC=1N=CNC1)NC([C@@H](N)CC1=CC=CC=C1)=O)=O ((S)-N-[(1S,2R,3S)-1-(cyclohexylmethyl)-3-cyclopropyl-2,3-dihydroxypropyl]-α-[(3-phenyl-L-alanyl)amino]imidazole-4-propionamide), N1CCCCC1 (piperidine), N1([C@@H](C(=O)O)CCC1)C(=O)OC(C)(C)C (Boc-D-Pro-OH).